Dataset: the Open Reaction Database (ORD), a public repository of structured organic reaction records. Task: describe an organic reaction: reactants, conditions, products, and yield Reactants: C(CCCCCCCCCCC)SCCOC1=CC=C(C=C1)CCC(C(F)(F)F)=O (4-[4-[2-(dodecylthio)ethoxy]phenyl]-1,1,1-trifluoro-2-butanone), I(=O)(=O)(=O)[O-].[Na+] (sodium periodate). The solvent is CO (methanol), O (water). Conditions: temperature 22 celsius, time 18 hour. Product: C(CCCCCCCCCCC)S(=O)CCOC1=CC=C(C=C1)CCC(C(F)(F)F)=O (4-[4-[2-(dodecylsulfinyl)ethoxy]phenyl]-1,1,1-trifluoro-2-butanone). The yield is 95.3%. Reaction SMILES: [CH2:1]([S:13][CH2:14][CH2:15][O:16][C:17]1[CH:22]=[CH:21][C:20]([CH2:23][CH2:24][C:25](=[O:30])[C:26]([F:29])([F:28])[F:27])=[CH:19][CH:18]=1)[CH2:2][CH2:3][CH2:4][CH2:5][CH2:6][CH2:7][CH2:8][CH2:9][CH2:10][CH2:11][CH3:12].I([O-])(=O)(=O)=[O:32].[Na+]>CO.O>[CH2:1]([S:13]([CH2:14][CH2:15][O:16][C:17]1[CH:22]=[CH:21][C:20]([CH2:23][CH2:24][C:25](=[O:30])[C:26]([F:27])([F:28])[F:29])=[CH:19][CH:18]=1)=[O:32])[CH2:2][CH2:3][CH2:4][CH2:5][CH2:6][CH2:7][CH2:8][CH2:9][CH2:10][CH2:11][CH3:12] |f:1.2|. Procedure details: A solution of 4-[4-[2-(dodecylthio)ethoxy]phenyl]-1,1,1-trifluoro-2-butanone (0.340 g, 0.76 mmol) in methanol (15 ml) was treated with a solution of sodium periodate (0.165 g, 0.77 mmol) in water (3 ml) and the resulting mixture was stirred at 22° C. for 18 h. The solid formed was filtered and washed with methanol. This filtrate was then concentrated under reduced pressure and then partitioned between water and ethyl acetate. The organic phase was then dried (magnesium sulfate) and concentrated.... Starting materials: O1C2=C(C=CC=3C[C@@H]4[C@@H]5[C@H](CC([C@H]1[C@@]5(C23)CCN4C)=O)CC)OC (4,5α-Epoxy-8β-ethyl-3-methoxy-17-methylmorphinan-6one), C(=O)([O-])[O-].[K+].[K+] (K2CO3), N#CBr (cyanogen bromide). Run in C(Cl)(Cl)Cl (chloroform), C(Cl)(Cl)Cl (chloroform). Run at time 30 minute. Yields the product C(#N)N1[C@H]2[C@@H]3[C@H](CC([C@H]4[C@@]3(C=3C(=C(C=CC3C2)OC)O4)CC1)=O)CC (17-Cyano-4,5α-epoxy-8β-ethyl-3-methoxymorphinan-6-one). Isolated yield 92.0%. Reaction SMILES: [O:1]1[C@@H:13]2[C@@:14]34[CH2:16][CH2:17][N:18]([CH3:19])[C@@H:8]([C@@H:9]3[C@@H:10]([CH2:21][CH3:22])[CH2:11][C:12]2=[O:20])[CH2:7][C:6]2=[C:15]4[C:2]1=[C:3]([O:23][CH3:24])[CH:4]=[CH:5]2.C([O-])([O-])=O.[K+].[K+].[N:31]#CBr>C(Cl)(Cl)Cl>[C:19]([N:18]1[CH2:17][CH2:16][C@:14]23[C:15]4[C:2]5[O:1][C@H:13]2[C:12](=[O:20])[CH2:11][C@H:10]([CH2:21][CH3:22])[C@H:9]3[C@H:8]1[CH2:7][C:6]=4[CH:5]=[CH:4][C:3]=5[O:23][CH3:24])#[N:31] |f:1.2.3|. Procedure: 4,5α-Epoxy-8β-ethyl-3-methoxy-17-methylmorphinan-6one (5.00 g, 13.7 mmole; prepared in Part A) was dissolved in 50 ml chloroform. After the addition of K2CO3 (2.84 g, 20.6 mmole), the stirred suspension was treated dropwise with a solution of cyanogen bromide (1.95 g, 18.4 mmole) in 40 ml chloroform. The mixture was stirred at room temperature for 30 minutes and heated for 1.5 hours at reflux temperature. After cooling, the insoluble material was removed from the mixture by filtration and the fi...